This data is from the Open Reaction Database (ORD), a public repository of structured organic reaction records. The task is: describe an organic reaction: reactants, conditions, products, and yield The reactants are COC=1C=2N(C=C(C1)C=1C=NN(C1)C)N=CC2C#CC2CN(C2)C(=O)OC(C)(C)C (tert-butyl 3-{[4-methoxy-6-(1-methyl-1H-pyrazol-4-yl)pyrazolo[1,5-a]pyridin-3-yl]ethynyl}azetidine-1-carboxylate), FC(C(=O)O)(F)F (trifluoroacetic acid), C(C)(=O)OCC (ethyl acetate). Solvent: ClCCl (dichloromethane). Conditions: time 30 minute. Product: COC=1C=2N(C=C(C1)C=1C=NN(C1)C)N=CC2C(CC2CN(C2)C(C(F)(F)F)=O)=O (1-[4-methoxy-6-(1-methyl-1H-pyrazol-4-yl)pyrazolo[1,5-a]pyridin-3-yl]-2-[1-(trifluoroacetyl)azetidin-3-yl]ethanone). Reaction SMILES: [CH3:1][O:2][C:3]1[C:4]2[N:5]([N:15]=[CH:16][C:17]=2[C:18]#[C:19][CH:20]2[CH2:23][N:22](C(OC(C)(C)C)=O)[CH2:21]2)[CH:6]=[C:7]([C:9]2[CH:10]=[N:11][N:12]([CH3:14])[CH:13]=2)[CH:8]=1.[F:31][C:32]([F:37])([F:36])[C:33](O)=[O:34].C(OCC)(=[O:40])C>ClCCl>[CH3:1][O:2][C:3]1[C:4]2[N:5]([N:15]=[CH:16][C:17]=2[C:18](=[O:40])[CH2:19][CH:20]2[CH2:23][N:22]([C:33](=[O:34])[C:32]([F:37])([F:36])[F:31])[CH2:21]2)[CH:6]=[C:7]([C:9]2[CH:10]=[N:11][N:12]([CH3:14])[CH:13]=2)[CH:8]=1. Procedure: To a solution of tert-butyl 3-{[4-methoxy-6-(1-methyl-1H-pyrazol-4-yl)pyrazolo[1,5-a]pyridin-3-yl]ethynyl}azetidine-1-carboxylate (24 mg, 0.059 mmol) in dichloromethane (0.5 ml), was added trifluoroacetic acid (0.50 ml, 6.49 mmol) at 0° C. The reaction mixture was warmed to room temperature and stirred for 30 mins. The reaction was diluted with ethyl acetate, and washed with saturated aqueous sodium bicarbonate. The organic layer was separated, and the aqueous layer was back extracted two times ... Reactants: C(C)(C)(C)OC(=O)N1[C@H](CCC1)COC1=CC=C(C=C1)O ((R)-2-(4-hydroxy-phenoxymethyl)-pyrrolidine-1-carboxylic acid tert-butyl ester), FC1=CC=C(CBr)C=C1 (4-fluoro-benzyl bromide). Product: C(C)(C)(C)OC(=O)N1[C@H](CCC1)COC1=CC=C(C=C1)OCC1=CC=C(C=C1)F ((R)-2-[4-(4-Fluoro-benzyloxy)-phenoxymethyl]-pyrrolidine-1-carboxylic acid tert-butyl ester). Isolated yield 49.8%. RXN SMILES: [C:1]([O:5][C:6]([N:8]1[CH2:12][CH2:11][CH2:10][C@@H:9]1[CH2:13][O:14][C:15]1[CH:20]=[CH:19][C:18]([OH:21])=[CH:17][CH:16]=1)=[O:7])([CH3:4])([CH3:3])[CH3:2].[F:22][C:23]1[CH:30]=[CH:29][C:26]([CH2:27]Br)=[CH:25][CH:24]=1>>[C:1]([O:5][C:6]([N:8]1[CH2:12][CH2:11][CH2:10][C@@H:9]1[CH2:13][O:14][C:15]1[CH:20]=[CH:19][C:18]([O:21][CH2:27][C:26]2[CH:29]=[CH:30][C:23]([F:22])=[CH:24][CH:25]=2)=[CH:17][CH:16]=1)=[O:7])([CH3:4])([CH3:2])[CH3:3]. Procedure details: Followed the same procedure as that of step 2 in Example 91 with the use of (R)-2-(4-hydroxy-phenoxymethyl)-pyrrolidine-1-carboxylic acid tert-butyl ester (150 mg, 0.5 mmol) and 4-fluoro-benzyl bromide (150 mg, 0.75 mmol) to afford the title product (100 mg, 50% yield); LCMS, 100% APCI+, Calcd. 401.48. Found: 402.34 m/z (M+1). 1H NMR (400 MHz, CDCl3); δ 1.47 (s, 9H), 1.80-2.10 (m, 4H), 3.39 (br, 2H), 3.70-3.90 (m, 1H), 4.02-4.19 (m, 2H), 4.97 (s, 2H), 6.82-6.89 (m, 2H), 7.06 (t, J=8.0 Hz, 2H), 7... Starting materials: C(C)(=O)O[C@H]1[C@@H](O[C@@H]([C@H]([C@@H]1OC(C)=O)OC(C)=O)COC(C)=O)OC1=NC(=CC(=C1CC1=CC=C(C=C1)CCOCOC)C)C (2-(2,3,4,6-tetra-O-acetyl-β-D-gluco-pyranosyloxy)-3-[4-(2-methoxymethyloxyethyl)benzyl]-4,6-dimethylpyridine), [OH-].[Na+] (sodium hydroxide), CO (methanol). Conditions: time 30 minute. Yields the product [C@@H]1([C@H](O)[C@@H](O)[C@H](O)[C@H](O1)CO)OC1=NC(=CC(=C1CC1=CC=C(C=C1)CC(OC)OC)C)C (2-(β-D-glucopyranosyloxy)-3-[4-(2-methoxy-methyloxyethyl)benzyl]-4,6-dimethylpyridine). RXN SMILES: C([O:4][C@@H:5]1[C@@H:10]([O:11]C(=O)C)[C@H:9]([O:15]C(=O)C)[C@@H:8]([CH2:19][O:20]C(=O)C)[O:7][C@H:6]1[O:24][C:25]1[C:30]([CH2:31][C:32]2[CH:37]=[CH:36][C:35]([CH2:38][CH2:39][O:40][CH2:41]OC)=[CH:34][CH:33]=2)=[C:29]([CH3:44])[CH:28]=[C:27]([CH3:45])[N:26]=1)(=O)C.[OH-:46].[Na+].[CH3:48]O>>[C@@H:6]1([O:24][C:25]2[C:30]([CH2:31][C:32]3[CH:33]=[CH:34][C:35]([CH2:38][CH:39]([O:46][CH3:48])[O:40][CH3:41])=[CH:36][CH:37]=3)=[C:29]([CH3:44])[CH:28]=[C:27]([CH3:45])[N:26]=2)[O:7][C@H:8]([CH2:19][OH:20])[C@@H:9]([OH:15])[C@H:10]([OH:11])[C@H:5]1[OH:4] |f:1.2|. Procedure: To a solution of 2-(2,3,4,6-tetra-O-acetyl-β-D-gluco-pyranosyloxy)-3-[4-(2-methoxymethyloxyethyl)benzyl]-4,6-dimethylpyridine (0.13 g) in methanol (4.0 mL) was added 2 mol/L aqueous sodium hydroxide solution (0.50 mL), and the mixture was stirred for 30 minutes at room temperature. After the reaction mixture was concentrated under reduced pressure, the residue was purified by preparative thin layer chromatography on silica gel (developing solvent: dichloromethane/methanol=9/1) to give 2-(β-D-glu... Starting materials: C(#C)C1=CC=C(C=C1)NC(C1=CC=C(C=C1)F)=O (N-(4-ethynyl-phenyl)-4-fluoro-benzamide), BrC=1C=NC=C(C(=O)N=S(C2=CC=CC=C2)(=O)C)C1 (5-bromo-N-[methyl(oxo)phenyl-λ6-sulfanylidene]nicotinamide). The product is FC1=CC=C(C(=O)NC2=CC=C(C=C2)C#CC=2C=NC=C(C(=O)N=[S@](C3=CC=CC=C3)(=O)C)C2)C=C1 ((S)-5-({4-[(4-fluorobenzoyl)amino]phenyl}ethynyl)-N-[methyl(oxo)phenyl-λ6-sulfanylidene]nicotinamide). The yield is 72.2%. Reaction SMILES: [C:1]([C:3]1[CH:8]=[CH:7][C:6]([NH:9][C:10](=[O:18])[C:11]2[CH:16]=[CH:15][C:14]([F:17])=[CH:13][CH:12]=2)=[CH:5][CH:4]=1)#[CH:2].Br[C:20]1[CH:21]=[N:22][CH:23]=[C:24]([CH:37]=1)[C:25]([N:27]=[S:28]([CH3:36])(=[O:35])[C:29]1[CH:34]=[CH:33][CH:32]=[CH:31][CH:30]=1)=[O:26]>>[F:17][C:14]1[CH:15]=[CH:16][C:11]([C:10]([NH:9][C:6]2[CH:5]=[CH:4][C:3]([C:1]#[C:2][C:20]3[CH:21]=[N:22][CH:23]=[C:24]([CH:37]=3)[C:25]([N:27]=[S@@:28]([CH3:36])(=[O:35])[C:29]3[CH:34]=[CH:33][CH:32]=[CH:31][CH:30]=3)=[O:26])=[CH:8][CH:7]=2)=[O:18])=[CH:12][CH:13]=1. Reported procedure: In a manner similar to that described in Example 449, N-(4-ethynyl-phenyl)-4-fluoro-benzamide (0.106 g, 0.443 mmol) and 5-bromo-N-[methyl(oxo)phenyl-λ6-sulfanylidene]nicotinamide (100 mg, 0.295 mmol) were reacted to give the title compound as a solid (106 mg, 72%). The solvent is CN(C)C=O (DMF), C(C)N(CC)CC (triethylamine). Procedure: A mixture of 200 mg N-(tetrahydro-2H-pyran-2-yloxy)-1,2,3,4-tetrahydroisoquinoline-6-carboxamide, 67 mg 4-dimethylaminobutyric acid hydrochloride, 111 mg HOBt, 276 mg EDC, 0.603 ml triethylamine and 7 ml DMF is stirred overnight. The reaction mixture is quenched with 3 ml water and 5 ml dichloromethane. The organic phase is separated, the water phase extracted twice with dichloromethane. The combined organic phases are dried and evaporated. 280 ml of a yellow oil is obtained, which is further pu... Starting materials: O1C(CCCC1)ONC(=O)C=1C=C2CCNCC2=CC1 (N-(tetrahydro-2H-pyran-2-yloxy)-1,2,3,4-tetrahydroisoquinoline-6-carboxamide), Cl.CN(CCCC(=O)O)C (4-dimethylaminobutyric acid hydrochloride), C=1C=CC2=C(C1)N=NN2O (HOBt), C(CCl)Cl (EDC). As a reaction SMILES: [O:1]1[CH2:6][CH2:5][CH2:4][CH2:3][CH:2]1[O:7][NH:8][C:9]([C:11]1[CH:12]=[C:13]2[C:18](=[CH:19][CH:20]=1)[CH2:17][NH:16][CH2:15][CH2:14]2)=[O:10].Cl.[CH3:22][N:23]([CH3:30])[CH2:24][CH2:25][CH2:26][C:27](O)=[O:28].C1C=CC2N(O)N=NC=2C=1.C(Cl)CCl>CN(C=O)C.C(N(CC)CC)C>[CH3:22][N:23]([CH3:30])[CH2:24][CH2:25][CH2:26][C:27]([N:16]1[CH2:15][CH2:14][C:13]2[C:18](=[CH:19][CH:20]=[C:11]([C:9]([NH:8][O:7][CH:2]3[CH2:3][CH2:4][CH2:5][CH2:6][O:1]3)=[O:10])[CH:12]=2)[CH2:17]1)=[O:28] |f:1.2|. Conditions: time 8 hour. The product is CN(CCCC(=O)N1CC2=CC=C(C=C2CC1)C(=O)NOC1OCCCC1)C (2-[4-(Dimethylamino)butanoyl]-N-(tetrahydro-2H-pyran-2-yloxy)-1,2,3,4-tetrahydroisoquinoline-6-carboxamide). Starting materials: [BH4-], Fc1ccc(F)c(C(Sc2ccc(Cl)cc2)c2cc(Br)ncc2Br)c1, [Li]CCCC, CN(C)C=O, CO, Cc1ccccc1, CCCCCC, [Na+], O. The product is OCc1cc(C(Sc2ccc(Cl)cc2)c2cc(F)ccc2F)c(Br)cn1. RXN SMILES: [BH4-:36].[Br:6][c:7]1[n:8][cH:9][c:10]([Br:30])[c:11]([CH:13]([c:14]2[c:15]([F:21])[cH:16][cH:17][c:18]([F:20])[cH:19]2)[S:22][c:23]2[cH:24][cH:25][c:26]([Cl:29])[cH:27][cH:28]2)[cH:12]1.[CH2:1]([Li:2])[CH2:3][CH2:4][CH3:5].[CH3:31][N:32]([CH:33]=[O:34])[CH3:35].[CH3:39][OH:40].[CH3:41][c:42]1[cH:43][cH:44][cH:45][cH:46][cH:47]1.[CH3:48][CH2:49][CH2:50][CH2:51][CH2:52][CH3:53].[Na+:37].[OH2:38]>>[c:7]1([CH2:33][OH:34])[n:8][cH:9][c:10]([Br:30])[c:11]([CH:13]([c:14]2[c:15]([F:21])[cH:16][cH:17][c:18]([F:20])[cH:19]2)[S:22][c:23]2[cH:24][cH:25][c:26]([Cl:29])[cH:27][cH:28]2)[cH:12]1. RXN SMILES: [Cl:1][C:2]1[CH:3]=[C:4]([C:10]2[CH:11]=[CH:12][C:13](=[O:31])[N:14]([CH2:16][CH2:17][O:18][C:19]3[C:28]4[C:23](=[CH:24][C:25]([O:29][CH3:30])=[CH:26][CH:27]=4)[N:22]=[CH:21][CH:20]=3)[N:15]=2)[CH:5]=[CH:6][C:7]=1[CH2:8]O.CS(Cl)(=O)=O.[N-:37]=[N+:38]=[N-:39].[Na+]>C(Cl)Cl.O>[N:37]([CH2:8][C:7]1[CH:6]=[CH:5][C:4]([C:10]2[CH:11]=[CH:12][C:13](=[O:31])[N:14]([CH2:16][CH2:17][O:18][C:19]3[C:28]4[C:23](=[CH:24][C:25]([O:29][CH3:30])=[CH:26][CH:27]=4)[N:22]=[CH:21][CH:20]=3)[N:15]=2)=[CH:3][C:2]=1[Cl:1])=[N+:38]=[N-:39] |f:2.3|. The solvent is O (water), C(Cl)Cl (DCM), C(Cl)Cl (DCM). Starting materials: [N-]=[N+]=[N-].[Na+] (sodium azide), ClC=1C=C(C=CC1CO)C=1C=CC(N(N1)CCOC1=CC=NC2=CC(=CC=C12)OC)=O (6-(3-chloro-4-(hydroxymethyl)phenyl)-2-(2-(7-methoxyquinolin-4-yloxy)ethyl)pyridazin-3(2H)-one), TEA, CS(=O)(=O)Cl (methanesulfonyl chloride). The product is N(=[N+]=[N-])CC1=C(C=C(C=C1)C=1C=CC(N(N1)CCOC1=CC=NC2=CC(=CC=C12)OC)=O)Cl (6-(4-(Azidomethyl)-3-chlorophenyl)-2-(2-(7-methoxyquinolin-4-yloxy)ethyl)pyridazin-3(2H)-one). Procedure details: To a stirring solution of 6-(3-chloro-4-(hydroxymethyl)phenyl)-2-(2-(7-methoxyquinolin-4-yloxy)ethyl)pyridazin-3(2H)-one (1060 mg, 2421 μmol) and TEA (337 μL, 2421 μmol) in DCM (10 mL) at 0° C. under nitrogen was added methanesulfonyl chloride (187 μL, 2421 μmol) in DCM (1 mL). After 3 hours, the mixture was partitioned between DCM (25 mL) and 5% NaHCO3 (25 mL). The aqueous layer was further extracted with DCM (2×10 mL). The combined organics were dried over MgSO4, then concentrated to a solid. ... Conditions: temperature 60 celsius, time 3 hour. RXN SMILES: [C:1]([CH3:2])([CH3:3])([CH3:4])[NH:5][S:6](=[O:7])(=[O:8])[c:9]1[s:10][c:11](-[c:14]2[n:15][cH:16][n:17](-[c:19]3[n:20][c:21](-[c:26]4[cH:27][cH:28][c:29]([Cl:32])[cH:30][cH:31]4)[cH:22][c:23]([CH3:25])[n:24]3)[cH:18]2)[cH:12][cH:13]1.[Cl:40][CH2:41][Cl:42].[F:33][C:34]([F:35])([F:36])[C:37]([OH:38])=[O:39]>>[NH2:5][S:6](=[O:7])(=[O:8])[c:9]1[s:10][c:11](-[c:14]2[n:15][cH:16][n:17](-[c:19]3[n:20][c:21](-[c:26]4[cH:27][cH:28][c:29]([Cl:32])[cH:30][cH:31]4)[cH:22][c:23]([CH3:25])[n:24]3)[cH:18]2)[cH:12][cH:13]1. Starting materials: Cc1cc(-c2ccc(Cl)cc2)nc(-n2cnc(-c3ccc(S(=O)(=O)NC(C)(C)C)s3)c2)n1, ClCCl, O=C(O)C(F)(F)F. Product: Cc1cc(-c2ccc(Cl)cc2)nc(-n2cnc(-c3ccc(S(N)(=O)=O)s3)c2)n1. Starting materials: FC=1C=C(C=C(C1)SC=1C=C2CCC(C2=CC1)=O)C1(C(OCC1)C)OC (5-{5-fluoro-3-[(2RS,3SR)-3-methoxy-2-methyltetrahydrofuran-3-yl]phenylthio}indan-1-one), Cl.NO (hydroxylamine hydrochloride). Yields the product FC=1C=C(C=C(C1)SC=1C=C2CC\C(\C2=CC1)=N/O)C1(C(OCC1)C)OC ((E)-5-{5-fluoro-3-[(2RS,3SR)-3-methoxy-2-methyltetrahydrofuran-3-yl]phenylthio}indan-1-one oxime). Yield: 48.0%. Reaction SMILES: [F:1][C:2]1[CH:3]=[C:4]([C:19]2([O:25][CH3:26])[CH2:23][CH2:22][O:21][CH:20]2[CH3:24])[CH:5]=[C:6]([S:8][C:9]2[CH:10]=[C:11]3[C:15](=[CH:16][CH:17]=2)[C:14](=O)[CH2:13][CH2:12]3)[CH:7]=1.Cl.[NH2:28][OH:29]>>[F:1][C:2]1[CH:3]=[C:4]([C:19]2([O:25][CH3:26])[CH2:23][CH2:22][O:21][CH:20]2[CH3:24])[CH:5]=[C:6]([S:8][C:9]2[CH:10]=[C:11]3[C:15](=[CH:16][CH:17]=2)/[C:14](=[N:28]/[OH:29])/[CH2:13][CH2:12]3)[CH:7]=1 |f:1.2|. Procedure details: Using an analogous procedure to that described in Example 66, 5-{5-fluoro-3-[(2RS,3SR)-3-methoxy-2-methyltetrahydrofuran-3-yl]phenylthio}indan-1-one was reacted with hydroxylamine hydrochloride to give (E)-5-{5-fluoro-3-[(2RS,3SR)-3-methoxy-2-methyltetrahydrofuran-3-yl]phenylthio}indan-1-one oxime in 48% yield, m.p. 136°-137° C. Starting materials: N#Cc1ccccc1N1CCNCC1, CN(C)C=O, CCO, Fc1ccc2c(-c3ccc(OCC4CO4)cc3)noc2c1. Yields the product N#Cc1ccccc1N1CCN(CC(O)COc2ccc(-c3noc4cc(F)ccc34)cc2)CC1. Reaction SMILES: [C:22](#[N:23])[c:24]1[c:25]([N:30]2[CH2:31][CH2:32][NH:33][CH2:34][CH2:35]2)[cH:26][cH:27][cH:28][cH:29]1.[CH3:36][N:37]([CH3:38])[CH:39]=[O:40].[CH3:41][CH2:42][OH:43].[F:1][c:2]1[cH:3][c:4]2[c:5]([c:6](-[c:9]3[cH:10][cH:11][c:12]([O:15][CH2:16][CH:17]4[O:18][CH2:19]4)[cH:13][cH:14]3)[n:7][o:8]2)[cH:20][cH:21]1>>[F:1][c:2]1[cH:3][c:4]2[c:5]([c:6](-[c:9]3[cH:10][cH:11][c:12]([O:15][CH2:16][CH:17]([OH:18])[CH2:19][N:33]4[CH2:32][CH2:31][N:30]([c:25]5[c:24]([C:22]#[N:23])[cH:29][cH:28][cH:27][cH:26]5)[CH2:35][CH2:34]4)[cH:13][cH:14]3)[n:7][o:8]2)[cH:20][cH:21]1.